This data is from the Open Reaction Database (ORD), a public repository of structured organic reaction records. The task is: describe an organic reaction: reactants, conditions, products, and yield Reported procedure: Prepared from compound C and 4-nitrophenylhydrazine as described for compound 35. Crystallized from methanol. M.p. 179°-182° C. Starting materials: compound C, [N+](=O)([O-])C1=CC=C(C=C1)NN (4-nitrophenylhydrazine), COC=1C=C(C=CC1OC)C1=NN(C([C@H]2CCCC[C@@H]12)=O)CCO ((cis)-4-(3,4-Dimethoxyphenyl)-2-(2-hydroxy-1-ethyl)-4a,5,6,7,8,8a-hexahydro-2H-phthalazin-1-one). RXN SMILES: [N+:1]([C:4]1[CH:9]=[CH:8][C:7]([NH:10][NH2:11])=[CH:6][CH:5]=1)([O-:3])=[O:2].[CH3:12][O:13][C:14]1[CH:15]=[C:16]([C:22]2[C@H:31]3[C@H:26]([CH2:27][CH2:28][CH2:29][CH2:30]3)[C:25](=[O:32])N(CCO)N=2)[CH:17]=[CH:18][C:19]=1[O:20][CH3:21]>>[CH3:12][O:13][C:14]1[CH:15]=[C:16]([C:22]2[C@H:31]3[C@H:26]([CH2:27][CH:28]=[CH:29][CH2:30]3)[C:25](=[O:32])[N:10]([C:7]3[CH:6]=[CH:5][C:4]([N+:1]([O-:3])=[O:2])=[CH:9][CH:8]=3)[N:11]=2)[CH:17]=[CH:18][C:19]=1[O:20][CH3:21]. Product: COC=1C=C(C=CC1OC)C1=NN(C([C@H]2CC=CC[C@@H]12)=O)C1=CC=C(C=C1)[N+](=O)[O-] ((cis)-4-(3,4-Dimethoxyphenyl)-2-(4-nitrophenyl)-4a,5,8,8a-tetrahydro-2H-phthalazin-1-one). Starting materials: C=CCOC(=O)OCc1ccc(C#N)cc1C(=O)O, CN(C)C=O, Cc1ccccc1, O=C(Cl)C(=O)Cl, ClCCl. Reaction SMILES: [CH2:1]([CH:2]=[CH2:3])[O:4][C:5](=[O:6])[O:7][CH2:8][c:9]1[c:10]([C:11](=[O:12])[OH:13])[cH:14][c:15]([C:18]#[N:19])[cH:16][cH:17]1.[CH3:20][N:21]([CH3:22])[CH:23]=[O:24].[CH3:34][c:35]1[cH:36][cH:37][cH:38][cH:39][cH:40]1.[Cl:25][C:26]([C:27]([Cl:28])=[O:29])=[O:30].[Cl:31][CH2:32][Cl:33]>>[CH2:1]([CH:2]=[CH2:3])[O:4][C:5](=[O:6])[O:7][CH2:8][c:9]1[c:10]([C:11](=[O:12])[Cl:25])[cH:14][c:15]([C:18]#[N:19])[cH:16][cH:17]1. The product is C=CCOC(=O)OCc1ccc(C#N)cc1C(=O)Cl.